This data is from the Open Reaction Database (ORD), a public repository of structured organic reaction records. The task is: describe an organic reaction: reactants, conditions, products, and yield Starting materials: Cc1cc(C(Cl)=NO)ccc1Br, O=C([O-])O, C=C(c1cc(Cl)cc(Cl)c1)C(F)(F)F, [K+], C1CCOC1. Yields the product Cc1cc(C2=NOC(c3cc(Cl)cc(Cl)c3)(C(F)(F)F)C2)ccc1Br. As a reaction SMILES: [Br:15][c:16]1[c:17]([CH3:26])[cH:18][c:19]([C:20](=[N:21][OH:22])[Cl:23])[cH:24][cH:25]1.[C:27](=[O:28])([O-:29])[OH:30].[Cl:1][c:2]1[cH:3][c:4]([C:9](=[CH2:10])[C:11]([F:12])([F:13])[F:14])[cH:5][c:6]([Cl:8])[cH:7]1.[K+:31].[O:32]1[CH2:33][CH2:34][CH2:35][CH2:36]1>>[Cl:1][c:2]1[cH:3][c:4]([C:9]2([C:11]([F:12])([F:13])[F:14])[CH2:10][C:20]([c:19]3[cH:18][c:17]([CH3:26])[c:16]([Br:15])[cH:25][cH:24]3)=[N:21][O:22]2)[cH:5][c:6]([Cl:8])[cH:7]1.